Task: describe an organic reaction: reactants, conditions, products, and yield. Dataset: the Open Reaction Database (ORD), a public repository of structured organic reaction records Reactants: C1(=CC=CC=C1)S(=O)(=O)Cl (benzenesulfonyl chloride), Cl.CN1CCN(CC1)C1=NC(=NC(=C1)C1=CC=C2CCNCC2=C1)N (4-(4-methylpiperazin-1-yl)-6-(1,2,3,4-tetrahydroisoquinolin-7-yl)pyrimidin-2-amine HCl salt). Yields the product CN1CCN(CC1)C1=NC(=NC(=C1)C1=CC=C2CCN(CC2=C1)S(=O)(=O)C1=CC=CC=C1)N (4-(4-Methylpiperazin-1-yl)-6-[2-(phenylsulfonyl)-1,2,3,4-tetrahydroisoquinolin-7-yl]pyrimidin-2-amine). RXN SMILES: [C:1]1([S:7](Cl)(=[O:9])=[O:8])[CH:6]=[CH:5][CH:4]=[CH:3][CH:2]=1.Cl.[CH3:12][N:13]1[CH2:18][CH2:17][N:16]([C:19]2[CH:24]=[C:23]([C:25]3[CH:34]=[C:33]4[C:28]([CH2:29][CH2:30][NH:31][CH2:32]4)=[CH:27][CH:26]=3)[N:22]=[C:21]([NH2:35])[N:20]=2)[CH2:15][CH2:14]1>>[CH3:12][N:13]1[CH2:14][CH2:15][N:16]([C:19]2[CH:24]=[C:23]([C:25]3[CH:34]=[C:33]4[C:28]([CH2:29][CH2:30][N:31]([S:7]([C:1]5[CH:6]=[CH:5][CH:4]=[CH:3][CH:2]=5)(=[O:9])=[O:8])[CH2:32]4)=[CH:27][CH:26]=3)[N:22]=[C:21]([NH2:35])[N:20]=2)[CH2:17][CH2:18]1 |f:1.2|. Procedure: This compound was prepared from benzenesulfonyl chloride and 4-(4-methylpiperazin-1-yl)-6-(1,2,3,4-tetrahydroisoquinolin-7-yl)pyrimidin-2-amine HCl salt using procedures analogous to those for Example 2. Analytic LCMS (M+H)+: m/z=465.3. Starting materials: O=Cc1cc(Br)c(O)c(Br)c1, CO, CC(C)(S)C(N)C(=O)O. Product: CC1(C)SC(c2cc(Br)c(O)c(Br)c2)NC1C(=O)O. As a reaction SMILES: [Br:1][c:2]1[cH:3][c:4]([CH:5]=[O:6])[cH:7][c:8]([Br:11])[c:9]1[OH:10].[CH3:21][OH:22].[NH2:12][CH:13]([C:14]([CH3:15])([CH3:16])[SH:17])[C:18](=[O:19])[OH:20]>>[Br:1][c:2]1[cH:3][c:4]([CH:5]2[NH:12][CH:13]([C:18](=[O:19])[OH:20])[C:14]([CH3:15])([CH3:16])[S:17]2)[cH:7][c:8]([Br:11])[c:9]1[OH:10]. The reactants are C(C1=CC=CC=C1)NC1=NC(=CC(=C1[N+](=O)[O-])NCC1=CC=CC=C1)Br (N*2*,N*4*-Dibenzyl-6-bromo-3-nitro-pyridine-2,4-diamine), C(C=C)[Sn](CCCC)(CCCC)CCCC (allyltributyltin). The reagents and catalysts are C(C)(=O)[O-].[Pd+2].C(C)(=O)[O-] (palladium acetate). Run in O1CCCC1 (tetrahydrofuran). Reaction conditions: temperature 80 celsius. Yields the product C(C=C)C1=CC(=C(C(=N1)NCC1=CC=CC=C1)[N+](=O)[O-])NCC1=CC=CC=C1 (6-Allyl-N2,N4-dibenzyl-3-nitro-pyridine-2,4-diamine). Isolated yield 77.4%. Reaction SMILES: [CH2:1]([NH:8][C:9]1[C:14]([N+:15]([O-:17])=[O:16])=[C:13]([NH:18][CH2:19][C:20]2[CH:25]=[CH:24][CH:23]=[CH:22][CH:21]=2)[CH:12]=[C:11](Br)[N:10]=1)[C:2]1[CH:7]=[CH:6][CH:5]=[CH:4][CH:3]=1.[CH2:27]([Sn](CCCC)(CCCC)CCCC)[CH:28]=[CH2:29]>O1CCCC1.C([O-])(=O)C.[Pd+2].C([O-])(=O)C>[CH2:29]([C:11]1[N:10]=[C:9]([NH:8][CH2:1][C:2]2[CH:7]=[CH:6][CH:5]=[CH:4][CH:3]=2)[C:14]([N+:15]([O-:17])=[O:16])=[C:13]([NH:18][CH2:19][C:20]2[CH:25]=[CH:24][CH:23]=[CH:22][CH:21]=2)[CH:12]=1)[CH:28]=[CH2:27] |f:3.4.5|. Procedure: N*2*,N*4*-Dibenzyl-6-bromo-3-nitro-pyridine-2,4-diamine (1 g, 2.4 mmol) was stirred in anhydrous tetrahydrofuran (20 ml) and the solution degassed with nitrogen prior to the addition of palladium acetate (109 mg, 0.48 mmol) and allyltributyltin (1.1 ml, 3.6 mmol). The reaction mixture was degassed for 10 minutes before heating the suspension at 80° C. for 16 h. The suspension was cooled to ambient temperature, concentrated in vacuo and purified directly by column chromatography on silica, elutin... The reactants are CC(C)(CC=CC(=O)O)NC(=O)OC(C)(C)C, ClCCl, CNC(=O)C(Cc1ccccc1)N(C)C(=O)C(Cc1ccc2ccccc2c1)NC, CN(C)C=O, CCN(C(C)C)C(C)C, On1nnc2cccnc21. Product: CNC(=O)C(Cc1ccccc1)N(C)C(=O)C(Cc1ccc2ccccc2c1)N(C)C(=O)C=CCC(C)(C)NC(=O)OC(C)(C)C. As a reaction SMILES: [C:1]([CH3:2])([CH3:3])([CH3:4])[O:5][C:6](=[O:7])[NH:8][C:9]([CH2:10][CH:11]=[CH:12][C:13](=[O:14])[OH:15])([CH3:16])[CH3:17].[CH2:67]([Cl:68])[Cl:69].[CH3:28][N:29]([C:30]([CH:31]([CH2:32][c:33]1[cH:34][c:35]2[cH:36][cH:37][cH:38][cH:39][c:40]2[cH:41][cH:42]1)[NH:43][CH3:44])=[O:45])[CH:46]([CH2:47][c:48]1[cH:49][cH:50][cH:51][cH:52][cH:53]1)[C:54]([NH:55][CH3:56])=[O:57].[CH3:70][N:71]([CH3:72])[CH:73]=[O:74].[CH:58]([N:59]([CH:60]([CH3:61])[CH3:62])[CH2:63][CH3:64])([CH3:65])[CH3:66].[OH:18][n:19]1[c:20]2[n:21][cH:22][cH:23][cH:24][c:25]2[n:26][n:27]1>>[C:1]([CH3:2])([CH3:3])([CH3:4])[O:5][C:6](=[O:7])[NH:8][C:9]([CH2:10][CH:11]=[CH:12][C:13](=[O:15])[N:43]([CH:31]([C:30]([N:29]([CH3:28])[CH:46]([CH2:47][c:48]1[cH:49][cH:50][cH:51][cH:52][cH:53]1)[C:54]([NH:55][CH3:56])=[O:57])=[O:45])[CH2:32][c:33]1[cH:34][c:35]2[cH:36][cH:37][cH:38][cH:39][c:40]2[cH:41][cH:42]1)[CH3:44])([CH3:16])[CH3:17]. Reactants: N#CC1CN1, CCOCC, C(=NC1CCCCC1)=NC1CCCCC1, O=C(O)C=Cc1ccco1. Product: N#CC1CN1C(=O)C=Cc1ccco1. RXN SMILES: [C:26](#[N:27])[CH:28]1[NH:29][CH2:30]1.[CH3:31][CH2:32][O:33][CH2:34][CH3:35].[CH:1]1([N:2]=[C:3]=[N:4][CH:5]2[CH2:6][CH2:7][CH2:8][CH2:9][CH2:10]2)[CH2:11][CH2:12][CH2:13][CH2:14][CH2:15]1.[o:16]1[c:17]([CH:21]=[CH:22][C:23](=[O:24])[OH:25])[cH:18][cH:19][cH:20]1>>[o:16]1[c:17]([CH:21]=[CH:22][C:23](=[O:25])[N:29]2[CH:28]([C:26]#[N:27])[CH2:30]2)[cH:18][cH:19][cH:20]1. The reactants are C(C)(=O)OCC (ethyl acetate), C(C)OC(=O)C1=C(N=C(S1)NC(=O)OC(C)(C)C)C1=CC=CC=C1 (2-Tert-butoxycarbonylamino-4-phenyl-thiazole-5-carboxylic acid ethyl ester), [H-].[Na+] (Sodium hydride), ONC(C)=N (N-hydroxy-acetamidine). Run in C1CCOC1 (THF), C1CCOC1 (THF). Yields the product C(C)(C)(C)OC(NC=1SC(=C(N1)C1=CC=CC=C1)C1=NC(=NO1)C)=O ([5-(3-Methyl-[1,2,4]oxadiazol-5-yl)-4-phenyl-thiazol-2-yl]-carbamic Acid tert-butyl ester). The yield is 36.0%. As a reaction SMILES: C([O:3][C:4]([C:6]1[S:10][C:9]([NH:11][C:12]([O:14][C:15]([CH3:18])([CH3:17])[CH3:16])=[O:13])=[N:8][C:7]=1[C:19]1[CH:24]=[CH:23][CH:22]=[CH:21][CH:20]=1)=O)C.[H-].[Na+].O[NH:28][C:29](=[NH:31])[CH3:30].C(OCC)(=O)C>C1COCC1>[C:15]([O:14][C:12](=[O:13])[NH:11][C:9]1[S:10][C:6]([C:4]2[O:3][N:31]=[C:29]([CH3:30])[N:28]=2)=[C:7]([C:19]2[CH:24]=[CH:23][CH:22]=[CH:21][CH:20]=2)[N:8]=1)([CH3:17])([CH3:18])[CH3:16] |f:1.2|. Reported procedure: 2-Tert-butoxycarbonylamino-4-phenyl-thiazole-5-carboxylic acid ethyl ester (1.9 g 5.6 mmol) was dissolved in dry THF (60 mL). Sodium hydride (60% in oil) and N-hydroxy-acetamidine (0.83 g, 11.2 mmol) dissolved in THF (30 mL) was added. The reaction mixture was heated to reflux over night. The reaction mixture was cooled and ethyl acetate (75 mL) glacial acetic acid (0.43 g) were added. The organic mixture was washed with brine (75 mL). The aqueous phase was extracted with ethylacetate The combin...